From a dataset of the Open Reaction Database (ORD), a public repository of structured organic reaction records. describe an organic reaction: reactants, conditions, products, and yield Starting materials: COCCCNC(NN)=S (4-(3-Methoxy-n-propyl)-3-thiosemicarbazide), C(C)N1N=C(C=C1C(=O)Cl)C (1-ethyl-3-methylpyrazole-5-carboxylic acid chloride), C(C(=O)Cl)(=O)Cl (oxalyl chloride). RXN SMILES: [CH3:1][O:2][CH2:3][CH2:4][CH2:5][NH:6][C:7](=[S:10])[NH:8][NH2:9].[CH2:11]([N:13]1[C:17]([C:18](Cl)=[O:19])=[CH:16][C:15]([CH3:21])=[N:14]1)[CH3:12].C(Cl)(=O)C(Cl)=O>>[CH2:11]([N:13]1[C:17]([C:18]([NH:9][NH:8][C:7]([NH:6][CH2:5][CH2:4][CH2:3][O:2][CH3:1])=[S:10])=[O:19])=[CH:16][C:15]([CH3:21])=[N:14]1)[CH3:12]. The product is C(C)N1N=C(C=C1C(=O)NNC(=S)NCCCOC)C (1-(1 ethyl-3-methylpyrazole-5-carbonyl)-4-(3-methoxy-n-propyl)-3-thiosemicarbazide). Procedure details: The title compound was synthesized in a manner similar to that described in Example 1. 3-Methoxy-n-propyl isothiocyanate was prepared from 3-methoxy-n-propylamine and thiophosgene at high temperature and then reacted with hydrazine in pyridine to give the intermediate 4-(3-methoxy -n-propyl)-3-thiosemicarbazide. 4-(3-Methoxy-n-propyl)-3-thiosemicarbazide (1.64 g) was reacted with 1-ethyl-3-methylpyrazole-5-carboxylic acid chloride (1.73 g, prepared from the acid and oxalyl chloride) to give 2 g ... The reactants are OC=1C(=NC=CC1)C(=O)O (3-hydroxypyridine-2-carboxylic acid), [H-].[Na+] (sodium hydride), ClC1=CC=C(CCl)C=C1 (4-chlorobenzyl chloride). The product is ClC1=CC=C(COC=2C(=NC=CC2)C(=O)OCC2=CC=C(C=C2)Cl)C=C1 (4-Chlorobenzyl 3-(4-chlorobenzyloxy)pyridine-2-carboxylate). Reaction SMILES: [OH:1][C:2]1[C:3]([C:8]([OH:10])=[O:9])=[N:4][CH:5]=[CH:6][CH:7]=1.[H-].[Na+].[Cl:13][C:14]1[CH:21]=[CH:20][C:17]([CH2:18]Cl)=[CH:16][CH:15]=1>>[Cl:13][C:14]1[CH:21]=[CH:20][C:17]([CH2:18][O:1][C:2]2[C:3]([C:8]([O:10][CH2:18][C:17]3[CH:20]=[CH:21][C:14]([Cl:13])=[CH:15][CH:16]=3)=[O:9])=[N:4][CH:5]=[CH:6][CH:7]=2)=[CH:16][CH:15]=1 |f:1.2|. Procedure details: 8.4 g (60 mmol) of 3-hydroxypyridine-2-carboxylic acid were alkylated (3 h, 110° C.) with 5.2 g (approximately 130 mmol, 60%) of sodium hydride and 19.3 g (120 mmol) of 4-chlorobenzyl chloride in N,N-dlmethylacetamide in analogy with Example 30a). After concentration in vacuo and extraction with Na bicarbonate solution, the residue was purified on silica gel using heptane/ethyl acetate (1:1), and 14.8 g of the product were crystallized from appropriate fractions using diisopropyl ether, m.p. 92°... Starting materials: BrC=1C=C2C(CC(OC2=C(C1)C(=O)O)(C)C)(C)C (6-bromo-2,2,4,4-tetramethylchroman-8-carboxylic acid), BrC=1C=C2C(CC(OC2=C(C1)C(=O)O)(C)C)(C)C (6-bromo-2,2,4,4-tetramethylchroman-8-carboxylic acid), C(C(C)(C)C)O (neopentylalcohol), C1(CCCCC1)N=C=NC1CCCCC1 (1,3-dicyclohexylcarbodiimide). Reagents/catalysts: CN(C1=CC=NC=C1)C (4-(dimethylamino)pyridine). Run in ClCCl (dichloromethane). Conditions: time 2 hour. Yields the product CC(COC(=O)C=1C=C(C=C2C(CC(OC12)(C)C)(C)C)Br)(C)C (6-Bromo-2,2,4,4-tetramethylchroman-8-carboxylic acid 2,2-dimethylpropyl ester). Yield: 87.6%. Reaction SMILES: [Br:1][C:2]1[CH:3]=[C:4]2[C:9](=[C:10]([C:12]([OH:14])=[O:13])[CH:11]=1)[O:8][C:7]([CH3:16])([CH3:15])[CH2:6][C:5]2([CH3:18])[CH3:17].[CH2:19](O)[C:20]([CH3:23])([CH3:22])[CH3:21].C1(N=C=NC2CCCCC2)CCCCC1>CN(C)C1C=CN=CC=1.ClCCl>[CH3:19][C:20]([CH3:23])([CH3:22])[CH2:21][O:13][C:12]([C:10]1[CH:11]=[C:2]([Br:1])[CH:3]=[C:4]2[C:9]=1[O:8][C:7]([CH3:16])([CH3:15])[CH2:6][C:5]2([CH3:18])[CH3:17])=[O:14]. Procedure details: A stirred cooled (ice bath) solution of 6-bromo-2,2,4,4-tetramethylchroman-8-carboxylic acid (Intermediate 41, 0.5 g, 1.6 mmol), neopentylalcohol (0.35 mL, 3.2 mmol) and 4-(dimethylamino)pyridine (0.03 g, 0.24 mmol) in anhydrous dichloromethane (5 mL) was treated with 1,3-dicyclohexylcarbodiimide (0.36 g, 1.76 mmol) and the reaction mixture was allowed to warm to ambient temperature. After 2 h, the reaction mixture was filtered, the filtrate was diluted with ethyl acetate and washed with 2N hydr...